This data is from the Open Reaction Database (ORD), a public repository of structured organic reaction records. The task is: describe an organic reaction: reactants, conditions, products, and yield Reactants: ClC1=C(C=CC=C1)C(C1=C(C=CC(=C1)[N+](=O)[O-])N1C(=NN=C1)C)=O (2'-chloro-5-nitro-2-(3-methyl-4H-1,2,4-triazol-4-yl)benzophenone), C=O (paraformaldehyde). The product is ClC1=C(C=CC=C1)C(C1=C(C=CC(=C1)[N+](=O)[O-])N1C(=NN=C1C)CO)=O (2'-chloro-5-nitro-2-[3-(hydroxymethyl)-5-methyl-4H-1,2,4-triazol-4-yl]benzophenone). Reaction SMILES: [Cl:1][C:2]1[CH:7]=[CH:6][CH:5]=[CH:4][C:3]=1[C:8](=[O:24])[C:9]1[CH:14]=[C:13]([N+:15]([O-:17])=[O:16])[CH:12]=[CH:11][C:10]=1[N:18]1[CH:22]=[N:21][N:20]=[C:19]1[CH3:23].[CH2:25]=[O:26]>>[Cl:1][C:2]1[CH:7]=[CH:6][CH:5]=[CH:4][C:3]=1[C:8](=[O:24])[C:9]1[CH:14]=[C:13]([N+:15]([O-:17])=[O:16])[CH:12]=[CH:11][C:10]=1[N:18]1[C:19]([CH3:23])=[N:20][N:21]=[C:22]1[CH2:25][OH:26]. Procedure: In the manner given in Example 4, 2'-chloro-5-nitro-2-(3-methyl-4H-1,2,4-triazol-4-yl)benzophenone is heated with paraformaldehyde at 125° C. to give 2'-chloro-5-nitro-2-[3-(hydroxymethyl)-5-methyl-4H-1,2,4-triazol-4-yl]benzophenone.